This data is from the Open Reaction Database (ORD), a public repository of structured organic reaction records. The task is: describe an organic reaction: reactants, conditions, products, and yield The reactants are Cl.NC=1C=CC2=C(OCCC3=C2SC(=C3)C(=O)N(C)C3=C(C=CC=C3)Cl)C1 (8-amino-N-(2-chlorophenyl)-N-methyl-4,5-dihydrobenzo[b]thieno[2,3-d]oxepine-2-carboxamide HCl salt), C(C=C)(=O)Cl (acryloyl chloride). The product is C(C=C)(=O)NC=1C=CC2=C(OCCC3=C2SC(=C3)C(=O)N(C)C3=C(C=CC=C3)Cl)C1 (8-acrylamido-N-(2-chlorophenyl)-N-methyl-4,5-dihydrobenzo[b]thieno[2,3-d]oxepine-2-carboxamide). As a reaction SMILES: Cl.[NH2:2][C:3]1[CH:4]=[CH:5][C:6]2[C:12]3[S:13][C:14]([C:16]([N:18]([C:20]4[CH:25]=[CH:24][CH:23]=[CH:22][C:21]=4[Cl:26])[CH3:19])=[O:17])=[CH:15][C:11]=3[CH2:10][CH2:9][O:8][C:7]=2[CH:27]=1.[C:28](Cl)(=[O:31])[CH:29]=[CH2:30]>>[C:28]([NH:2][C:3]1[CH:4]=[CH:5][C:6]2[C:12]3[S:13][C:14]([C:16]([N:18]([C:20]4[CH:25]=[CH:24][CH:23]=[CH:22][C:21]=4[Cl:26])[CH3:19])=[O:17])=[CH:15][C:11]=3[CH2:10][CH2:9][O:8][C:7]=2[CH:27]=1)(=[O:31])[CH:29]=[CH2:30] |f:0.1|. Reported procedure: Following the procedure of Example 68 for 158, 8-amino-N-(2-chlorophenyl)-N-methyl-4,5-dihydrobenzo[b]thieno[2,3-d]oxepine-2-carboxamide HCl salt and acryloyl chloride reacted to give 8-acrylamido-N-(2-chlorophenyl)-N-methyl-4,5-dihydrobenzo[b]thieno[2,3-d]oxepine-2-carboxamide which was treated with dimethylamine to give 161. MS: (ESI+) 484.1 Reactants: C, CO, COC(=O)C=Cc1ccc(O)c(OC)c1, [Pd]. Yields the product COC(=O)CCc1ccc(O)c(OC)c1. RXN SMILES: [C:18].[CH3:16][OH:17].[OH:1][c:2]1[c:3]([O:14][CH3:15])[cH:4][c:5]([CH:8]=[CH:9][C:10](=[O:11])[O:12][CH3:13])[cH:6][cH:7]1.[Pd:19]>>[OH:1][c:2]1[c:3]([O:14][CH3:15])[cH:4][c:5]([CH2:8][CH2:9][C:10](=[O:11])[O:12][CH3:13])[cH:6][cH:7]1. The reactants are O=C([O-])O, COc1ccc(C(C)(O)c2sc(C)nc2C)cc1, CCOCC, ClC(Cl)Cl, Cl, [Na+]. Product: C=C(c1ccc(OC)cc1)c1sc(C)nc1C. RXN SMILES: [C:20](=[O:21])([O-:22])[OH:23].[CH3:1][O:2][c:3]1[cH:4][cH:5][c:6]([C:9]([CH3:10])([OH:11])[c:12]2[c:13]([CH3:18])[n:14][c:15]([CH3:17])[s:16]2)[cH:7][cH:8]1.[CH3:29][CH2:30][O:31][CH2:32][CH3:33].[CH:25]([Cl:26])([Cl:27])[Cl:28].[ClH:19].[Na+:24]>>[CH3:1][O:2][c:3]1[cH:4][cH:5][c:6]([C:9](=[CH2:10])[c:12]2[c:13]([CH3:18])[n:14][c:15]([CH3:17])[s:16]2)[cH:7][cH:8]1. Starting materials: C(=O)[N-]C=O.[Na+] (sodium diformylamide), [Na+].[I-] (NaI), BrC/C=C/C(=O)OCC ((E)-ethyl 4-bromobut-2-enoate). The solvent is C(C)#N (ACN). The product is C(=O)N(C=O)C/C=C/C(=O)OCC ((E)-ethyl 4-(N-formylformamido)but-2-enoate). The yield is 84.8%. Reaction SMILES: [CH:1]([N-:3][CH:4]=[O:5])=[O:2].[Na+].[Na+].[I-].Br[CH2:10]/[CH:11]=[CH:12]/[C:13]([O:15][CH2:16][CH3:17])=[O:14]>C(#N)C>[CH:1]([N:3]([CH2:10]/[CH:11]=[CH:12]/[C:13]([O:15][CH2:16][CH3:17])=[O:14])[CH:4]=[O:5])=[O:2] |f:0.1,2.3|. Procedure: Prepared according to WO 2010/031816. In a 250 mL RBF, sodium diformylamide (Fluka; 2.66 g, 28.0 mmol) and NaI (3.49 g, 23.31 mmol) were treated with ACN (60 mL) and (E)-ethyl 4-bromobut-2-enoate (Aldrich; 4.28 mL, 23.31 mmol) and the flask was fitted with a reflux condenser and heated at reflux overnight (16 h). The mixture was concentrated in vacuo and the crude residue was treated with water and extracted with EtOAc (100 mL). The organic extract was washed with brine, then dried over MgSO4, f... Reactants: C(C1=CC=CC=C1)OCCN1C2=C(C3=C([C@@H](C1=O)NC(C(C(=O)O)(C)O)=O)C=CC=C3)C=CC=C2 (N—[(S)-5-(2-benzyloxy-ethyl)-6-oxo-6,7-dihydro-5H-dibenzo[b,d]azepin-7-yl]-2-hydroxy-2-methyl-malonamic acid), FC(CN)(C(F)(F)F)F (2,2,3,3,3-pentafluoro-propylamine), example 1c. Product: C(C1=CC=CC=C1)OCCN1C2=C(C3=C([C@@H](C1=O)NC(C(C(=O)NCC(C(F)(F)F)(F)F)(C)O)=O)C=CC=C3)C=CC=C2 (N—[(S)-5-(2-Benzyloxy-ethyl)-6-oxo-6,7-dihydro-5H-dibenzo[b,d]azepin-7-yl]-2-hydroxy-2-methyl-N′-(2,2,3,3,3-pentafluoro-propyl)-malonamide). RXN SMILES: [CH2:1]([O:8][CH2:9][CH2:10][N:11]1[C:17](=[O:18])[C@@H:16]([NH:19][C:20](=[O:27])[C:21]([OH:26])([CH3:25])[C:22]([OH:24])=O)[C:15]2[CH:28]=[CH:29][CH:30]=[CH:31][C:14]=2[C:13]2[CH:32]=[CH:33][CH:34]=[CH:35][C:12]1=2)[C:2]1[CH:7]=[CH:6][CH:5]=[CH:4][CH:3]=1.[F:36][C:37]([F:44])([C:40]([F:43])([F:42])[F:41])[CH2:38][NH2:39]>>[CH2:1]([O:8][CH2:9][CH2:10][N:11]1[C:17](=[O:18])[C@@H:16]([NH:19][C:20](=[O:27])[C:21]([OH:26])([CH3:25])[C:22]([NH:39][CH2:38][C:37]([F:44])([F:36])[C:40]([F:43])([F:42])[F:41])=[O:24])[C:15]2[CH:28]=[CH:29][CH:30]=[CH:31][C:14]=2[C:13]2[CH:32]=[CH:33][CH:34]=[CH:35][C:12]1=2)[C:2]1[CH:7]=[CH:6][CH:5]=[CH:4][CH:3]=1. Procedure: Using N—[(S)-5-(2-benzyloxy-ethyl)-6-oxo-6,7-dihydro-5H-dibenzo[b,d]azepin-7-yl]-2-hydroxy-2-methyl-malonamic acid and 2,2,3,3,3-pentafluoro-propylamine, the title compound was prepared in the same manner as example 1c (59%). White solid. MS: m/e=606(M+H+).